Dataset: the Open Reaction Database (ORD), a public repository of structured organic reaction records. Task: describe an organic reaction: reactants, conditions, products, and yield Reactants: CCCN=C=O, Cl, CN(C(=O)N(C)C1CNCC1c1ccc(F)cc1)c1cc(C(F)(F)F)cc(C(F)(F)F)c1. Yields the product CCCNC(=O)N1CC(c2ccc(F)cc2)C(N(C)C(=O)N(C)c2cc(C(F)(F)F)cc(C(F)(F)F)c2)C1. As a reaction SMILES: [CH2:34]([CH2:35][CH3:36])[N:37]=[C:38]=[O:39].[ClH:1].[F:2][C:3]([c:4]1[cH:5][c:6]([N:14]([C:15](=[O:16])[N:17]([CH3:18])[CH:19]2[CH2:20][NH:21][CH2:22][CH:23]2[c:24]2[cH:25][cH:26][c:27]([F:30])[cH:28][cH:29]2)[CH3:31])[cH:7][c:8]([C:10]([F:11])([F:12])[F:13])[cH:9]1)([F:32])[F:33]>>[F:2][C:3]([c:4]1[cH:5][c:6]([N:14]([C:15](=[O:16])[N:17]([CH3:18])[CH:19]2[CH2:20][N:21]([C:38]([NH:37][CH2:34][CH2:35][CH3:36])=[O:39])[CH2:22][CH:23]2[c:24]2[cH:25][cH:26][c:27]([F:30])[cH:28][cH:29]2)[CH3:31])[cH:7][c:8]([C:10]([F:11])([F:12])[F:13])[cH:9]1)([F:32])[F:33]. Procedure: At room temperature, 6.8 g of 4.5-dibromothiophene-2-carboxylic chloride is stirred, in portions, into 6.8 g of O-ethylhydroxylamine hydrochloride in 10 ml of pyridine and 80 ml of tetrahydrofuran. After 30 minutes, dilute hydrochloric acid was added, and the product was filtered off and washed with water. Yield: 5.8 g; m.p.: 117-119° C. Reaction SMILES: [Br:1][C:2]1[CH:3]=[C:4]([C:8](Cl)=[O:9])[S:5][C:6]=1[Br:7].Cl.[CH2:12]([O:14][NH2:15])[CH3:13].Cl>N1C=CC=CC=1.O1CCCC1>[CH2:12]([O:14][NH:15][C:8]([C:4]1[S:5][C:6]([Br:7])=[C:2]([Br:1])[CH:3]=1)=[O:9])[CH3:13] |f:1.2|. The product is C(C)ONC(=O)C=1SC(=C(C1)Br)Br (4.5-Dibromothiophene-2-carboxylic acid-N-ethoxyamide). Reactants: BrC=1C=C(SC1Br)C(=O)Cl (4.5-dibromothiophene-2-carboxylic chloride), Cl.C(C)ON (O-ethylhydroxylamine hydrochloride), Cl (hydrochloric acid). Reaction conditions: time 30 minute. The solvent is N1=CC=CC=C1 (pyridine), O1CCCC1 (tetrahydrofuran). Starting materials: CCO, Nc1cc(C2CC2)n[nH]1, Clc1nc(Cl)c2cc(I)ccc2n1. Yields the product Clc1nc(Nc2cc(C3CC3)n[nH]2)c2cc(I)ccc2n1. RXN SMILES: [CH3:23][CH2:24][OH:25].[CH:14]1([c:17]2[cH:18][c:19]([NH2:22])[nH:20][n:21]2)[CH2:15][CH2:16]1.[Cl:1][c:2]1[n:3][c:4]2[cH:5][cH:6][c:7]([I:13])[cH:8][c:9]2[c:10]([Cl:12])[n:11]1>>[Cl:1][c:2]1[n:3][c:4]2[cH:5][cH:6][c:7]([I:13])[cH:8][c:9]2[c:10]([NH:22][c:19]2[cH:18][c:17]([CH:14]3[CH2:15][CH2:16]3)[n:21][nH:20]2)[n:11]1. As a reaction SMILES: [N:1]1([C:7]2[C:8](=[O:25])[N:9]([CH2:13][CH2:14][O:15][C:16]3[CH:21]=[C:20]([F:22])[C:19]([F:23])=[CH:18][C:17]=3[F:24])[CH:10]=[CH:11][N:12]=2)[CH2:6][CH2:5][NH:4][CH2:3][CH2:2]1.[ClH:26].N1(C2C(=O)N(CCOC3C=C(F)C(F)=CC=3F)C=CN=2)CCNCC1.Br[CH2:53][CH2:54][C:55]1[CH:60]=[CH:59][CH:58]=[CH:57][CH:56]=1>>[ClH:26].[C:55]1([CH2:54][CH2:53][N:4]2[CH2:5][CH2:6][N:1]([C:7]3[C:8](=[O:25])[N:9]([CH2:13][CH2:14][O:15][C:16]4[CH:21]=[C:20]([F:22])[C:19]([F:23])=[CH:18][C:17]=4[F:24])[CH:10]=[CH:11][N:12]=3)[CH2:2][CH2:3]2)[CH:60]=[CH:59][CH:58]=[CH:57][CH:56]=1 |f:1.2,4.5|. Reported procedure: The title compound was prepared according to the procedure of Example 60 starting from 3-(1-piperazinyl)-1-[2-(2,4,5-trifluorophenoxy)ethyl]-2(1H)-pyrazinone (0.71 g, 2.0 mmol; from the free base of Example 3) and (2-bromoethyl)benzene (0.41 g, 2.2 mmol). Yield: 0.20 g (20%). HPLC purity: 96%. HRMS calc for C24H25F3N4O2 (M)+ 458.1930, found 458.1928. The product is Cl.C1(=CC=CC=C1)CCN1CCN(CC1)C=1C(N(C=CN1)CCOC1=C(C=C(C(=C1)F)F)F)=O (3-[4-(2-Phenylethyl)piperazin-1-yl-]1-[2-(2,4,5-trifluorophenoxy)ethyl]pyrazin-2(1H)-one, Hydrochloride). The reactants are N1(CCNCC1)C=1C(N(C=CN1)CCOC1=C(C=C(C(=C1)F)F)F)=O (3-(1-piperazinyl)-1-[2-(2,4,5-trifluorophenoxy)ethyl]-2(1H)-pyrazinone), Cl.N1(CCNCC1)C=1C(N(C=CN1)CCOC1=C(C=C(C(=C1)F)F)F)=O (3-(1-Piperazinyl)-1-[2-(2,4,5-trifluorophenoxy)ethyl]-2(1H)-pyrazinone, Hydrochloride), BrCCC1=CC=CC=C1 ((2-bromoethyl)benzene). The reactants are [OH-].[Na+] (sodium hydroxide), C(C1=CC=CC=C1)N1CCC(CC1)(C1=CC2=CC=CC=C2C=C1)CC(=O)OCC (Ethyl 2-(1-benzyl-4-(2-naphthyl)piperidin-4-yl)ethanoate), [H-].[Al+3].[Li+].[H-].[H-].[H-] (lithium aluminium hydride), O (water), O (water). Solvent: ClCCl (dichloromethane), C(C)OCC (diethyl ether). Run at time 30 minute. The product is C1=C(C=CC2=CC=CC=C12)C1(CCN(CC1)CC1=CC=CC=C1)CCO (4-(2-naphthyl)-4-(2-hydroxyethyl)-N-benzylpiperidine). Isolated yield 42.5%. Reaction SMILES: [CH2:1]([N:8]1[CH2:13][CH2:12][C:11]([CH2:24][C:25](OCC)=[O:26])([C:14]2[CH:23]=[CH:22][C:21]3[C:16](=[CH:17][CH:18]=[CH:19][CH:20]=3)[CH:15]=2)[CH2:10][CH2:9]1)[C:2]1[CH:7]=[CH:6][CH:5]=[CH:4][CH:3]=1.[H-].[Al+3].[Li+].[H-].[H-].[H-].O.[OH-].[Na+]>C(OCC)C.ClCCl>[CH:15]1[C:16]2[C:21](=[CH:20][CH:19]=[CH:18][CH:17]=2)[CH:22]=[CH:23][C:14]=1[C:11]1([CH2:24][CH2:25][OH:26])[CH2:10][CH2:9][N:8]([CH2:1][C:2]2[CH:7]=[CH:6][CH:5]=[CH:4][CH:3]=2)[CH2:13][CH2:12]1 |f:1.2.3.4.5.6,8.9|. Reported procedure: Ethyl 2-(1-benzyl-4-(2-naphthyl)piperidin-4-yl)ethanoate (5.8 g) (see Preparation 4) was dissolved in anhydrous diethyl ether (100 ml), cooled in an ice-bath and lithium aluminium hydride (0.57 g) added, portionwise. The mixture was stirred at room temperature for 30 minutes, water (0.8 ml) was then carefully added followed by 2N aqueous sodium hydroxide solution (0.8 ml) and further water (1.6 ml). The mixture was stirred for 20 minutes and the resulting granular precipitate removed by filtrati... The reactants are CCCCC(CC(=O)OC(C)(C)C)N(Cc1ccccc1)C(C)c1ccccc1, ClCCl, O=C(O)C(F)(F)F. The product is CCCCC(CC(=O)O)N(Cc1ccccc1)C(C)c1ccccc1. As a reaction SMILES: [CH2:1]([c:2]1[cH:3][cH:4][cH:5][cH:6][cH:7]1)[N:8]([CH:9]([CH2:10][C:11](=[O:12])[O:13][C:14]([CH3:15])([CH3:16])[CH3:17])[CH2:18][CH2:19][CH2:20][CH3:21])[CH:22]([CH3:23])[c:24]1[cH:25][cH:26][cH:27][cH:28][cH:29]1.[Cl:37][CH2:38][Cl:39].[F:30][C:31]([F:32])([F:33])[C:34]([OH:35])=[O:36]>>[CH2:1]([c:2]1[cH:3][cH:4][cH:5][cH:6][cH:7]1)[N:8]([CH:9]([CH2:10][C:11](=[O:12])[OH:13])[CH2:18][CH2:19][CH2:20][CH3:21])[CH:22]([CH3:23])[c:24]1[cH:25][cH:26][cH:27][cH:28][cH:29]1.